From a dataset of the Open Reaction Database (ORD), a public repository of structured organic reaction records. describe an organic reaction: reactants, conditions, products, and yield Starting materials: CoBr2, C=CC(C)=C (isoprene), C(C)(C)[Si](C(C)C)(C(C)C)C#C (triisopropylsilylacetylene). Reagents/catalysts: [Zn+2].[I-].[I-] (ZnI2), C1(=CC=CC=C1)P(C1=CC=CC=C1)CC (diphenylphosphinoethane). Solvent: ClCCl (dichloromethane). Reaction conditions: temperature 30 celsius, time 30 minute. The product is C(C)(C)[Si](C1=CCC(=CC1)C)(C(C)C)C(C)C (triisopropyl(4-methyl-1,4-cyclohexadienyl)silane). Isolated yield 89.3%. Reaction SMILES: [CH2:1]=[CH:2][C:3](=[CH2:5])[CH3:4].[CH:6]([Si:9]([C:16]#[CH:17])([CH:13]([CH3:15])[CH3:14])[CH:10]([CH3:12])[CH3:11])([CH3:8])[CH3:7]>[Zn+2].[I-].[I-].C1(P(CC)C2C=CC=CC=2)C=CC=CC=1.ClCCl>[CH:13]([Si:9]([CH:6]([CH3:7])[CH3:8])([CH:10]([CH3:12])[CH3:11])[C:16]1[CH2:17][CH:5]=[C:3]([CH3:4])[CH2:2][CH:1]=1)([CH3:14])[CH3:15] |f:2.3.4|. Reported procedure: In a four-necked flask, 0.27 g (1.2 mmol) of CoBr2, 1.33 g (4.2 mmol) of ZnI2, 0.55 g (1.4 mmol) of diphenylphosphinoethane, and 60 ml of dichloromethane were added, and the mixture was stirred for 30 minutes at 30° C. Subsequently, 12.2 ml (122 mmol) of isoprene, 20 g (110 mmol) of triisopropylsilylacetylene, and 0.35 g (1.4 mmol) of Bu4NBH4 were added thereto, and the mixture was allowed to react for one hour at 30° C. Dichloromethane was evaporated, and then the residue was purified by silica... Reactants: ClC1=NC=C(C=C1)CN1C(N(CN(C1)CCC)C)=N[N+](=O)[O-] (1-(2-chloropyrid-5-ylmethyl)-2-nitroimino-3-methyl-5-n-propyl-1,3,5-triazacyclohexane), solid, C(O)([O-])=O.[Na+] (sodium hydrogen carbonate), CO (methanol). The solvent is O (water). Run at temperature 50 celsius, time 24 hour. The product is ClC1=NC=C(C=C1)CNC(=N[N+](=O)[O-])NC (1-(2-chloropyrid-5-ylmethyl)-2-nitro-3-methyl-guanidine), compound 2.2. RXN SMILES: [Cl:1][C:2]1[CH:7]=[CH:6][C:5]([CH2:8][N:9]2CN(CCC)[CH2:12][N:11](C)[C:10]2=[N:19][N+:20]([O-:22])=[O:21])=[CH:4][N:3]=1.C(=O)([O-])O.[Na+].CO>O>[Cl:1][C:2]1[CH:7]=[CH:6][C:5]([CH2:8][NH:9][C:10]([NH:11][CH3:12])=[N:19][N+:20]([O-:22])=[O:21])=[CH:4][N:3]=1 |f:1.2|. Procedure: A mixture of 1.5 g of 1-(2-chloropyrid-5-ylmethyl)-2-nitroimino-3-methyl-5-n-propyl-1,3,5-triazacyclohexane, 0.5 g of solid sodium hydrogen carbonate, 20 ml of methanol and 10 ml of water is stirred for 24 hours at 50° C. The reaction mixture is concentrated by evaporation and the residue purified on silica gel with dichloromethane/methanol 95:5 as the eluant. This yields the title compound with a melting point of 149-151° C. (compound 2.2). The reactants are FC(C1=CC=C(C=C1)C1=NSC2=C1C=CC(=C2)CCCCOS(=O)(=O)C)(F)F (Methanesulfonic acid 4-[3-(4-trifluoromethyl-phenyl)-benzo[d]isothiazol-6-yl]-butyl ester), CNC (Dimethylamine). Product: CN(CCCCC1=CC2=C(C(=NS2)C2=CC=C(C=C2)C(F)(F)F)C=C1)C (Dimethyl-{4-[3-(4-trifluoromethyl-phenyl)-benzo[d]isothiazol-6-yl]-butyl}-amine). Reaction SMILES: [F:1][C:2]([F:28])([F:27])[C:3]1[CH:8]=[CH:7][C:6]([C:9]2[C:13]3[CH:14]=[CH:15][C:16]([CH2:18][CH2:19][CH2:20][CH2:21]OS(C)(=O)=O)=[CH:17][C:12]=3[S:11][N:10]=2)=[CH:5][CH:4]=1.[CH3:29][NH:30][CH3:31]>>[CH3:29][N:30]([CH3:31])[CH2:21][CH2:20][CH2:19][CH2:18][C:16]1[CH:15]=[CH:14][C:13]2[C:9]([C:6]3[CH:7]=[CH:8][C:3]([C:2]([F:28])([F:27])[F:1])=[CH:4][CH:5]=3)=[N:10][S:11][C:12]=2[CH:17]=1. Reported procedure: In analogy to example 17.1; Methanesulfonic acid 4-[3-(4-trifluoromethyl-phenyl)-benzo[d]isothiazol-6-yl]-butyl ester and Dimethylamine were converted to yield Dimethyl-{4-[3-(4-trifluoromethyl-phenyl)-benzo[d]isothiazol-6-yl]-butyl}-amine as yellow oil, MS: 379 (MH+). The reactants are CCOC(C)=O, COC(=O)C1(C)C(=O)Nc2ccc(Cl)cc2CC1c1ccc(OC)cc1, [I-], [Li+], c1ccncc1. Reaction SMILES: [CH3:35][CH2:36][O:37][C:38](=[O:39])[CH3:40].[Cl:1][c:2]1[cH:3][cH:4][c:5]2[c:6]([cH:26]1)[CH2:7][CH:8]([c:18]1[cH:19][cH:20][c:21]([O:24][CH3:25])[cH:22][cH:23]1)[C:9]([CH3:13])([C:14]([O:15][CH3:16])=[O:17])[C:10](=[O:12])[NH:11]2.[I-:27].[Li+:28].[cH:29]1[cH:30][cH:31][n:32][cH:33][cH:34]1>>[Cl:1][c:2]1[cH:3][cH:4][c:5]2[c:6]([cH:26]1)[CH2:7][CH:8]([c:18]1[cH:19][cH:20][c:21]([O:24][CH3:25])[cH:22][cH:23]1)[CH:9]([CH3:13])[C:10](=[O:12])[NH:11]2. The product is COc1ccc(C2Cc3cc(Cl)ccc3NC(=O)C2C)cc1. Reaction conditions: temperature 40 celsius. Yields the product FC1=CC2=C(N(C(CO2)=O)CC)C=C1N1N=C2C(=[N+]1[O-])CCCC2 (2-(7-fluoro-4-ethyl-2H-1,4-benzoxazin-3(4H)-on-6-yl)-4,5,6,7-tetrahydro-1,2,3-benzotriazole-1-oxide). Starting materials: FC1=CC2=C(NC(CO2)=O)C=C1N1N=C2C(=[N+]1[O-])CCCC2 (2-(7-fluoro-2H-1,4-benzoxazin-3(4H)-on-6-yl)-4,5,6,7-tetrahydro-1,2,3-benzotriazole-1-oxide), [H-].[Na+] (sodium hydride), C(C)I (ethyl iodide), O (water), 2. RXN SMILES: [F:1][C:2]1[C:12]([N:13]2[N+:17]([O-:18])=[C:16]3[CH2:19][CH2:20][CH2:21][CH2:22][C:15]3=[N:14]2)=[CH:11][C:5]2[NH:6][C:7](=[O:10])[CH2:8][O:9][C:4]=2[CH:3]=1.[H-].[Na+].[CH2:25](I)[CH3:26].O>CN(C)C=O>[F:1][C:2]1[C:12]([N:13]2[N+:17]([O-:18])=[C:16]3[CH2:19][CH2:20][CH2:21][CH2:22][C:15]3=[N:14]2)=[CH:11][C:5]2[N:6]([CH2:25][CH3:26])[C:7](=[O:10])[CH2:8][O:9][C:4]=2[CH:3]=1 |f:1.2|. Procedure details: To a solution of 2-(7-fluoro-2H-1,4-benzoxazin-3(4H)-on-6-yl)-4,5,6,7-tetrahydro-1,2,3-benzotriazole-1-oxide (0.5 g) in dimethylformamide (5 ml), sodium hydride (0.1 g) and then ethyl iodide (0.3 g) were added, followed by heating at 40° C. for 2 hours. The reaction mixture was poured into water, and the precipitated crystals were collected by filtration, dried and recrystallized from a mixture of acetonitrile and isopropanol (1:10) to give Compound No. 2 (0.4 g). m.p., 143°-144° C. The solvent is CN(C=O)C (dimethylformamide).